From a dataset of the Open Reaction Database (ORD), a public repository of structured organic reaction records. describe an organic reaction: reactants, conditions, products, and yield Starting materials: OC1=C(C=O)C=CC(=C1)O (2,4-dihydroxybenzaldehyde), C(C1=CC=CC=C1)Cl (benzyl chloride). The product is C(C1=CC=CC=C1)OC1=C(C=O)C=CC(=C1)OCC1=CC=CC=C1 (2,4-dibenzyloxybenzaldehyde). Reaction SMILES: [OH:1][C:2]1[CH:9]=[C:8]([OH:10])[CH:7]=[CH:6][C:3]=1[CH:4]=[O:5].[CH2:11](Cl)[C:12]1[CH:17]=[CH:16][CH:15]=[CH:14][CH:13]=1>>[CH2:11]([O:1][C:2]1[CH:9]=[C:8]([O:10][CH2:4][C:3]2[CH:6]=[CH:7][CH:8]=[CH:9][CH:2]=2)[CH:7]=[CH:6][C:3]=1[CH:4]=[O:5])[C:12]1[CH:17]=[CH:16][CH:15]=[CH:14][CH:13]=1. Reported procedure: That is, 2,4-dihydroxybenzaldehyde [IV] is benzylated with benzyl chloride to produce 2,4-dibenzyloxybenzaldehyde [V], then [V] is reduced with sodium borohydride to produce 2,4-dibenzyloxybenzyl alcohol [VI] and then, [VI] is chlorinated with thionyl chloride to produce 2,4-dibenzyloxybenzyl chloride [VII]. Then, [VII] is allowed to react with sodium cyanide to obtain 2,4-dibenzyloxyphenyl acetonitrile [VIII], thereafter [VIII] is hydrolyzed with an alkali to produce 2,4-dibenzyloxyphenylacetic...